From a dataset of the Open Reaction Database (ORD), a public repository of structured organic reaction records. describe an organic reaction: reactants, conditions, products, and yield Reactants: [OH-].[Na+] (Sodium hydroxide), O1C=C(C=C1)C1C(C(N1)=O)(C)C (4-(3-furyl)-3,3-dimethyl-2-azetidinone). Run in O1CCCC1 (tetrahydrofuran). Yields the product [Na+].O1C=C(C=C1)C(N)C(C(=O)[O-])(C)C (β-(3-furyl)-α,α-dimethyl-β-alanine sodium salt). Yield: 94.6%. RXN SMILES: [OH-:1].[Na+:2].[O:3]1[CH:7]=[CH:6][C:5]([CH:8]2[NH:11][C:10](=[O:12])[C:9]2([CH3:14])[CH3:13])=[CH:4]1>O1CCCC1>[Na+:2].[O:3]1[CH:7]=[CH:6][C:5]([CH:8]([C:9]([CH3:14])([CH3:13])[C:10]([O-:1])=[O:12])[NH2:11])=[CH:4]1 |f:0.1,4.5|. Procedure details: Sodium hydroxide (378 mg, 9.45 mmol) and tetrahydrofuran (10 ml) were added to 4-(3-furyl)-3,3-dimethyl-2-azetidinone (1.2 g, 7.21 mmol) and the mixture was refluxed for 8 hours. After the solvent was distilled off, the residue was washed with ethyl acetate to give a powder of β-(3-furyl)-α,α-dimethyl-β-alanine sodium salt (1.4 g, quant.).